This data is from the Open Reaction Database (ORD), a public repository of structured organic reaction records. The task is: describe an organic reaction: reactants, conditions, products, and yield Product: Cl.ClC=1C=C2C=CC(=CC2=CC1)S(=O)(=O)N1CCN(CC1)C(C1=CC=C(C=C1)C1=CC(=NC(=N1)N)N)=O (1-[(6-Chloronaphthalen-2-yl)sulfonyl]-4-[4-(2,4-diaminopyrimidin-6-yl)benzoyl]piperazine hydrochloride). Reactants: Cl.NC1=NC(=CC(=N1)N)C1=CC=C(C(=O)O)C=C1 (4-(2,4-diamino-6-pyrimidyl)benzoic acid hydrochloride), Cl.ClC=1C=C2C=CC(=CC2=CC1)S(=O)(=O)N1CCNCC1 (1-[(6-chloronaphthalen-2-yl)sulfonyl]piperazine hydrochloride). As a reaction SMILES: Cl.[NH2:2][C:3]1[N:8]=[C:7]([NH2:9])[CH:6]=[C:5]([C:10]2[CH:18]=[CH:17][C:13]([C:14]([OH:16])=O)=[CH:12][CH:11]=2)[N:4]=1.Cl.[Cl:20][C:21]1[CH:22]=[C:23]2[C:28](=[CH:29][CH:30]=1)[CH:27]=[C:26]([S:31]([N:34]1[CH2:39][CH2:38][NH:37][CH2:36][CH2:35]1)(=[O:33])=[O:32])[CH:25]=[CH:24]2>>[ClH:20].[Cl:20][C:21]1[CH:22]=[C:23]2[C:28](=[CH:29][CH:30]=1)[CH:27]=[C:26]([S:31]([N:34]1[CH2:35][CH2:36][N:37]([C:14](=[O:16])[C:13]3[CH:12]=[CH:11][C:10]([C:5]4[N:4]=[C:3]([NH2:2])[N:8]=[C:7]([NH2:9])[CH:6]=4)=[CH:18][CH:17]=3)[CH2:38][CH2:39]1)(=[O:32])=[O:33])[CH:25]=[CH:24]2 |f:0.1,2.3,4.5|. Procedure: In the same manner as in Example A-4, a reaction was conducted using 4-(2,4-diamino-6-pyrimidyl)benzoic acid hydrochloride and 1-[(6-chloronaphthalen-2-yl)sulfonyl]piperazine hydrochloride as starting materials, whereby the title compound was obtained. Reactants: COC=1C=C2C(=C3N(C2=CC1)CCCC3N)C (6,7,8,9-tetrahydro-2-methoxy-10-methylpyrido[1,2-a]indol-9-amine), C(=O)O (formic acid), C(C)(=O)OC(C)=O (acetic anhydride), anhydride, O (water). Run in O1CCCC1 (tetrahydrofuran). Reaction conditions: temperature 60 celsius, time 8 hour. Yields the product COC=1C=C2C(=C3N(C2=CC1)CCCC3NC=O)C (N-(6,7,8,9-Tetrahydro-2-methoxy-10-methylpyrido[1,2-a]indol-9-yl)-formamide). The yield is 83.0%. Reaction SMILES: [CH:1]([OH:3])=O.C(OC(=O)C)(=O)C.[CH3:11][O:12][C:13]1[CH:14]=[C:15]2[C:19](=[CH:20][CH:21]=1)[N:18]1[CH2:22][CH2:23][CH2:24][CH:25]([NH2:26])[C:17]1=[C:16]2[CH3:27].O>O1CCCC1>[CH3:11][O:12][C:13]1[CH:14]=[C:15]2[C:19](=[CH:20][CH:21]=1)[N:18]1[CH2:22][CH2:23][CH2:24][CH:25]([NH:26][CH:1]=[O:3])[C:17]1=[C:16]2[CH3:27]. Reported procedure: A mixture of formic acid (6 mL) and acetic anhydride (12 mL) was heated at 60° C. for 4 hours. A solution of 6,7,8,9-tetrahydro-2-methoxy-10-methylpyrido[1,2-a]indol-9-amine (5.8 g, 25.2 mmol) in dry tetrahydrofuran (60 mL) was added upon cooling to the resultant mixed anhydride. The reaction mixture was stirred at 25° C. overnight, poured into water (100 mL), and extracted with ether (3×70 mL). The combined extracts were washed successively with 5% hydrochloric acid (80 mL), 5% aqueous sodium b...